Dataset: the Open Reaction Database (ORD), a public repository of structured organic reaction records. Task: describe an organic reaction: reactants, conditions, products, and yield Reactants: ClC1=NC(=CC(=C1[N+](=O)[O-])N)Cl (2,6-dichloro-3-nitro-pyridin-4-ylamine), C[O-].[Na+] (NaOMe). The solvent is CCCCCC (hexane), CO (MeOH), CO (MeOH). Run at time 3 hour. Yields the product ClC1=CC(=C(C(=N1)OC)[N+](=O)[O-])N (6-chloro-2-methoxy-3-nitro-pyridin-4-ylamine). As a reaction SMILES: Cl[C:2]1[C:7]([N+:8]([O-:10])=[O:9])=[C:6]([NH2:11])[CH:5]=[C:4]([Cl:12])[N:3]=1.[CH3:13][O-:14].[Na+]>CO.CCCCCC>[Cl:12][C:4]1[N:3]=[C:2]([O:14][CH3:13])[C:7]([N+:8]([O-:10])=[O:9])=[C:6]([NH2:11])[CH:5]=1 |f:1.2|. Reported procedure: To a stirred solution of 2,6-dichloro-3-nitro-pyridin-4-ylamine (20.0 g, 96.1 mmol) in MeOH (100 mL) was added 0.5 M NaOMe in MeOH (423 mL, 211 mmol) dropwise. The resulting mixture was stirred at room temperature for 3 h. The resulting mixture was then concentrated to ca. ⅓ of the volume and slowly poured into saturated NH4Cl solution (200 mL). The resulting mixture was extracted with EtOAc (3×150 mL). The combined EtOAc extracts were dried (Na2SO4), and concentrated in vacuo to yield a tan sol... As a reaction SMILES: [CH3:34][CH2:35][O:36][C:37]([CH3:38])=[O:39].[Cl:1][c:2]1[cH:3][c:4](-[c:8]2[c:9]([C:32]#[N:33])[c:10](=[O:31])[n:11]([CH2:20][c:21]3[cH:22][cH:23][c:24]([O:25][CH3:26])[cH:27][c:28]3[O:29][CH3:30])[c:12]3[cH:13][cH:14][c:15]([O:18][CH3:19])[cH:16][c:17]23)[cH:5][cH:6][cH:7]1>>[Cl:1][c:2]1[cH:3][c:4](-[c:8]2[c:9]([C:32]#[N:33])[c:10](=[O:31])[nH:11][c:12]3[cH:13][cH:14][c:15]([O:18][CH3:19])[cH:16][c:17]23)[cH:5][cH:6][cH:7]1. Reactants: CCOC(C)=O, COc1ccc(Cn2c(=O)c(C#N)c(-c3cccc(Cl)c3)c3cc(OC)ccc32)c(OC)c1. Product: COc1ccc2[nH]c(=O)c(C#N)c(-c3cccc(Cl)c3)c2c1. Reactants: [Li+].[OH-] (LiOH), ClC1=C(C=CC=C1)C=1N=C(OC1)COC1=CC(=C(OCC(=O)OC)C=C1)C (methyl 2-(4-((4-(2-chlorophenyl)oxazol-2-yl)methoxy)-2-methylphenoxy)acetate), Cl (HCl). The solvent is O (H2O), C1CCOC1 (THF). Reaction conditions: time 12 hour. Product: ClC1=C(C=CC=C1)C=1N=C(OC1)COC1=CC(=C(OCC(=O)O)C=C1)C (2-(4-((4-(2-chlorophenyl)oxazol-2-yl)methoxy)-2-methylphenoxy)acetic acid). As a reaction SMILES: [Cl:1][C:2]1[CH:7]=[CH:6][CH:5]=[CH:4][C:3]=1[C:8]1[N:9]=[C:10]([CH2:13][O:14][C:15]2[CH:26]=[CH:25][C:18]([O:19][CH2:20][C:21]([O:23]C)=[O:22])=[C:17]([CH3:27])[CH:16]=2)[O:11][CH:12]=1.[Li+].[OH-].Cl>C1COCC1.O>[Cl:1][C:2]1[CH:7]=[CH:6][CH:5]=[CH:4][C:3]=1[C:8]1[N:9]=[C:10]([CH2:13][O:14][C:15]2[CH:26]=[CH:25][C:18]([O:19][CH2:20][C:21]([OH:23])=[O:22])=[C:17]([CH3:27])[CH:16]=2)[O:11][CH:12]=1 |f:1.2|. Procedure details: The solution of methyl 2-(4-((4-(2-chlorophenyl)oxazol-2-yl)methoxy)-2-methylphenoxy)acetate from Step A is diluted with THF (1 mL), then a solution of 1 M LiOH in H2O (0.2 mL) is added and the mixture is stirred for 12 h at rt. The mixture is acidified with 1 M HCl (5 mL), and extracted into EtOAc (20 mL). The organic layer is dried (MgSO4), filtered, concentrated and purified on reverse phase HPLC (H2O/MeCN gradient) to afford the title compound D1 as a white solid: 1H-NMR (400 MHz, CDCl3) δ=8... The reactants are OC=1C=C(C(=O)OC)C=CC1OC (Methyl 3-hydroxy-4-(methyloxy)benzoate), C(C)(=O)[O-].[Na+] (sodium acetate). The solvent is C(C)(=O)OC(C)=O (acetic anhydride). Conditions: time 20 hour. Product: C(C)(=O)OC=1C=C(C(=O)OC)C=CC1OC (methyl 3-(acetyloxy)-4-(methyloxy)benzoate). The yield is 77.5%. Reaction SMILES: [OH:1][C:2]1[CH:3]=[C:4]([CH:9]=[CH:10][C:11]=1[O:12][CH3:13])[C:5]([O:7][CH3:8])=[O:6].[C:14]([O-])(=[O:16])[CH3:15].[Na+]>C(OC(=O)C)(=O)C>[C:14]([O:1][C:2]1[CH:3]=[C:4]([CH:9]=[CH:10][C:11]=1[O:12][CH3:13])[C:5]([O:7][CH3:8])=[O:6])(=[O:16])[CH3:15] |f:1.2|. Procedure details: Methyl 3-hydroxy-4-(methyloxy)benzoate (27 g, 149 mmol.) was taken into acetic anhydride (150 mL) followed by addition of sodium acetate (24 g, 298 mmol.) and the resulting mixture was stirred at room temperature over 20 hours. The solid was filtered and washed once with ethyl acetate and the combined organic layers concentrated in vacuo to a slurry. The solid was collected by filtration, washed once with water and dried in vacuo to provide methyl 3-(acetyloxy)-4-(methyloxy)benzoate (25.9 g, 77%... Starting materials: C(CCCCCCCCCCCCCCCCCCCCC)(=O)OC(C(O)CO)OCCCCCCCC (Octoxyglyceryl Behenate), C(CCCCCCCCCCCCCCC)(=O)[O-] (Palmitate). Yields the product C(CCCCCCCCCCCCCCC)(=O)O (Palmitic Acid). Reaction SMILES: [C:1]([O:24]C(OCCCCCCCC)C(CO)O)(=[O:23])[CH2:2][CH2:3][CH2:4][CH2:5][CH2:6][CH2:7][CH2:8][CH2:9][CH2:10][CH2:11][CH2:12][CH2:13][CH2:14][CH2:15][CH2:16]CCCCCC.C([O-])(=O)CCCCCCCCCCCCCCC>>[C:1]([OH:24])(=[O:23])[CH2:2][CH2:3][CH2:4][CH2:5][CH2:6][CH2:7][CH2:8][CH2:9][CH2:10][CH2:11][CH2:12][CH2:13][CH2:14][CH2:15][CH3:16]. Procedure details: Octoxyglyceryl Behenate or Palmitate